This data is from the Open Reaction Database (ORD), a public repository of structured organic reaction records. The task is: describe an organic reaction: reactants, conditions, products, and yield As a reaction SMILES: [C:1]([O:5][C:6](=[O:26])[CH2:7][C:8]1[C:9]([CH2:24][CH3:25])=[N:10][N:11]([CH2:15][C:16]2[CH:21]=[CH:20][C:19](Br)=[CH:18][C:17]=2[F:23])[C:12]=1[CH2:13][CH3:14])([CH3:4])([CH3:3])[CH3:2].O1CCOCC1.C(N(C(C)C)CC)(C)C.[C:42](=O)([O-:44])[O-:43].[K+].[K+]>[C-]#[O+].[C-]#[O+].[C-]#[O+].[C-]#[O+].[C-]#[O+].[C-]#[O+].[Mo].O>[C:1]([O:5][C:6]([CH2:7][C:8]1[C:9]([CH2:24][CH3:25])=[N:10][N:11]([CH2:15][C:16]2[CH:21]=[CH:20][C:19]([C:42]([OH:44])=[O:43])=[CH:18][C:17]=2[F:23])[C:12]=1[CH2:13][CH3:14])=[O:26])([CH3:4])([CH3:3])[CH3:2] |f:3.4.5,6.7.8.9.10.11.12|. Reagents/catalysts: catalyst, [C-]#[O+].[C-]#[O+].[C-]#[O+].[C-]#[O+].[C-]#[O+].[C-]#[O+].[Mo] (molybdenum hexacarbonyl). Procedure: To a microwave vial was added [1-(4-bromo-2-fluorobenzyl)-3,5-diethyl-1H-pyrazol-4-yl]acetic acid tert.-butyl ester (6.5 g), dioxane (30 ml), water (15 ml), molybdenum hexacarbonyl (2.1 g), Hermann's catalyst (1.5 g) and diisopropylethylamine (6 ml). After 20 min microwave heating at 150° C., the vial is allowed to cool to room temperature and the content is added to water. The reaction mixture is made alkaline with potassium carbonate and extracted twice with ethyl acetate. The aqueous phase is... Reaction conditions: temperature 150 celsius. Reactants: C([O-])([O-])=O.[K+].[K+] (potassium carbonate), C(C)(C)(C)OC(CC=1C(=NN(C1CC)CC1=C(C=C(C=C1)Br)F)CC)=O ([1-(4-bromo-2-fluorobenzyl)-3,5-diethyl-1H-pyrazol-4-yl]acetic acid tert.-butyl ester), O1CCOCC1 (dioxane), C(C)(C)N(CC)C(C)C (diisopropylethylamine). Product: C(C)(C)(C)OC(=O)CC=1C(=NN(C1CC)CC1=C(C=C(C(=O)O)C=C1)F)CC (4-(4-tert.-butoxycarbonylmethyl-3,5-diethylpyrazol-1-ylmethyl)-3-fluorobenzoic acid). Solvent: O (water), O (water). The reactants are BrC1=CC=CC(=N1)C(C)(C#C)O (2-(6-Bromopyridin-2-yl)but-3-yn-2-ol), O=C1C(O)=C([O-])[C@H](O1)[C@@H](O)CO.[Na+] (sodium ascorbate), CuSO4.5H2O, N(=[N+]=[N-])CC(=O)OCC (ethyl azidoacetate). The solvent is CC(C)(C)O (t-BuOH), O (water), O (water), C(=O)(O)[O-].[Na+] (NaHCO3), O (water). Run at time 8 hour. The product is C(C)OC(CN1N=NC(=C1)C(C)(O)C1=NC(=CC=C1)Br)=O (Ethyl{-4-[1-(6-bromopyridin-2-yl)-1-hydroxyethyl]-1H-1,2,3-triazol-1-yl}acetate). Reaction SMILES: [Br:1][C:2]1[N:7]=[C:6]([C:8]([OH:12])([C:10]#[CH:11])[CH3:9])[CH:5]=[CH:4][CH:3]=1.[N:13]([CH2:16][C:17]([O:19][CH2:20][CH3:21])=[O:18])=[N+:14]=[N-:15].O=C1O[C@H]([C@H](CO)O)C([O-])=C1O.[Na+]>CC(O)(C)C.O.C([O-])(O)=O.[Na+]>[CH2:20]([O:19][C:17](=[O:18])[CH2:16][N:13]1[CH:11]=[C:10]([C:8]([C:6]2[CH:5]=[CH:4][CH:3]=[C:2]([Br:1])[N:7]=2)([OH:12])[CH3:9])[N:15]=[N:14]1)[CH3:21] |f:2.3,6.7|. Procedure details: 2-(6-Bromopyridin-2-yl)but-3-yn-2-ol (300 mg, 1.33 mmol) and ethyl azidoacetate (0.82 mL, 1.46 mmol) were combined in t-BuOH (3.0 mL) and water (1.0 mL). CuSO4.5H2O (17 mg, 0.066 mmol) in water (1.0 mL) was added, followed by sodium ascorbate (53 mg, 0.27 mmol) in water (1.0 mL). The reaction was stirred at room temperature overnight, diluted with saturated NaHCO3, and extracted with EtOAc (2×). The combined organic layers were washed with brine, dried (MgSO4), filtered, and evaporated. Purifica... Reactants: NC=1C(C=CC(=CC1)Cl)=O (2-amino-5-chloro-2,4,6-cycloheptatrien-1-one), C=C1CC(=O)O1 (diketene). Reaction conditions: temperature 100 celsius. Yields the product ClC1=CC=C(C(C=C1)=O)NC(CC(C)=O)=O (1-[(4-chloro-7-oxo-1,3,5-cycloheptatrien-1-yl)amino]-1,3-butanedione). RXN SMILES: [NH2:1][C:2]1[C:3](=[O:10])[CH:4]=[CH:5][C:6]([Cl:9])=[CH:7][CH:8]=1.[CH2:11]=[C:12]1[O:16][C:14](=[O:15])[CH2:13]1>>[Cl:9][C:6]1[CH:5]=[CH:4][C:3](=[O:10])[C:2]([NH:1][C:14](=[O:15])[CH2:13][C:12](=[O:16])[CH3:11])=[CH:8][CH:7]=1. Procedure details: A mixture of 2-amino-5-chloro-2,4,6-cycloheptatrien-1-one (1.55 g, described in example 9) and diketene (5 ml) were heated at 100° C. for 1 hr. The mixture was cooled and then purified by chromatography on silica gel using chloroform as the eluant. The appropriate fractions were pooled and the residue was crystallized from diethyl ether to give 650 mg of 1-[(4-chloro-7-oxo-1,3,5-cycloheptatrien-1-yl)amino]-1,3-butanedione, nmr (DMSO-d6) δ2.17 (s, 3H), 3.85 (s, 2H), 7.3 (m, 3H), 8.7 (d, 1H), 10.7... Reactants: C(C1=CC=CC=C1)OC(N(C1CCCCC1)CC1=CC=C(C=C1)NC(C1=CC=C(C=C1)CN(CC=1NC=CN1)C(=O)OC(C)(C)C)=O)=O ([4-(4-{[Boc-(1H-imidazol-2-ylmethyl)amino]methyl}benzoylamino)benzyl]cyclohexylcarbamic acid benzyl ester), Cl.O1CCOCC1 (hydrogen chloride dioxane). Run in CO (methanol). Reaction conditions: time 2 hour. The product is C(C1=CC=CC=C1)OC(N(CC1=CC=C(C=C1)NC(C1=CC=C(C=C1)CNCC=1NC=CN1)=O)C1CCCCC1)=O (cyclohexyl-[4-(4-{[(1H-imidazol-2-ylmethyl)amino]methyl}benzoylamino)benzyl]carbamic acid benzyl ester). Isolated yield 96.1%. As a reaction SMILES: [CH2:1]([O:8][C:9](=[O:48])[N:10]([CH2:17][C:18]1[CH:23]=[CH:22][C:21]([NH:24][C:25](=[O:47])[C:26]2[CH:31]=[CH:30][C:29]([CH2:32][N:33](C(OC(C)(C)C)=O)[CH2:34][C:35]3[NH:36][CH:37]=[CH:38][N:39]=3)=[CH:28][CH:27]=2)=[CH:20][CH:19]=1)[CH:11]1[CH2:16][CH2:15][CH2:14][CH2:13][CH2:12]1)[C:2]1[CH:7]=[CH:6][CH:5]=[CH:4][CH:3]=1.Cl.O1CCOCC1>CO>[CH2:1]([O:8][C:9](=[O:48])[N:10]([CH:11]1[CH2:12][CH2:13][CH2:14][CH2:15][CH2:16]1)[CH2:17][C:18]1[CH:19]=[CH:20][C:21]([NH:24][C:25](=[O:47])[C:26]2[CH:31]=[CH:30][C:29]([CH2:32][NH:33][CH2:34][C:35]3[NH:39][CH:38]=[CH:37][N:36]=3)=[CH:28][CH:27]=2)=[CH:22][CH:23]=1)[C:2]1[CH:7]=[CH:6][CH:5]=[CH:4][CH:3]=1 |f:1.2|. Reported procedure: The compound (1.82 g) obtained in Example 87-3 was dissolved in methanol (18 ml) and then added with a 4 mol/l hydrogen chloride/dioxane solution (18 ml), followed by stirring at room temperature for 2 hours. After the reaction, the solvent was distilled off. Then, the residue was adjusted to pH 11 with a 1 mol/l sodium hydroxide aqueous solution and extracted with chloroform, followed by drying with anhydrous magnesium sulfate. Subsequently, the solvent was distilled off, thereby obtaining the ...